From a dataset of the Open Reaction Database (ORD), a public repository of structured organic reaction records. describe an organic reaction: reactants, conditions, products, and yield The reactants are ClCC=1OC=C(N1)C(=O)OC (Methyl 2-(chloromethyl)-1,3-oxazole-4-carboxylate), [OH-].[Li+] (lithium hydroxide). Run in C1CCOC1.CO (THF methanol), O (water). Reaction conditions: time 1 hour. Yields the product ClCC=1OC=C(N1)C(=O)O (2-(Chloromethyl)oxazole-4-carboxylic acid). Yield: 94.0%. As a reaction SMILES: [Cl:1][CH2:2][C:3]1[O:4][CH:5]=[C:6]([C:8]([O:10]C)=[O:9])[N:7]=1.[OH-].[Li+]>C1COCC1.CO.O>[Cl:1][CH2:2][C:3]1[O:4][CH:5]=[C:6]([C:8]([OH:10])=[O:9])[N:7]=1 |f:1.2,3.4|. Reported procedure: Methyl 2-(chloromethyl)-1,3-oxazole-4-carboxylate (1.0 g, 5.70 mmol) was dissolved in THF/methanol mixture (9:1) and 1M lithium hydroxide (11.39 ml, 11.39 mmol) was added slowly. The reaction mixture was stirred at RT for 1 h, diluted with water and pH was adjusted to 2. The reaction mixture was extracted three times with ethyl acetate. Ethyl acetate phases were combined, dried and evaporated to dryness to yield the title compound (94%). 1H-NMR (400 MHz; DMSO3): δ 4.93 (s, 2H), 8.80 (s, 1H), 13.... Run in C1CCOC1 (THF), C(OC)COC (dimethoxyethane). Run at time 1 hour. The yield is 31.3%. As a reaction SMILES: [BH4-].[Na+].[Cl:3][C:4]1[CH:18]=[CH:17][C:16]2[C:6](=[C:7]([C:19]3[CH:24]=[CH:23][C:22]([Cl:25])=[CH:21][CH:20]=3)[C:8]3[C:12](=O)[O:11][C:10](=[O:14])[C:9]=3[CH:15]=2)[CH:5]=1.Cl>C(COC)OC.C1COCC1>[Cl:3][C:4]1[CH:18]=[CH:17][C:16]2[C:6](=[C:7]([C:19]3[CH:24]=[CH:23][C:22]([Cl:25])=[CH:21][CH:20]=3)[C:8]3[CH2:12][O:11][C:10](=[O:14])[C:9]=3[CH:15]=2)[CH:5]=1 |f:0.1|. Product: ClC1=CC2=C(C3=C(C(OC3)=O)C=C2C=C1)C1=CC=C(C=C1)Cl (6-Chloro-4-(4-chlorophenyl)naphtho[2,3-c]furan-1 (3 H)-one). Reactants: ClC1=CC2=C(C3=C(C(OC3=O)=O)C=C2C=C1)C1=CC=C(C=C1)Cl (6-chloro-4-(4-chlorophenyl) naphtho[2,3-c]furan-1,3-dione), [BH4-].[Na+] (sodium borohydride), Cl (hydrochloric acid). Reported procedure: To a suspension of sodium borohydride (0.5 g) in dimethoxyethane (20 ml), a solution of 6-chloro-4-(4-chlorophenyl) naphtho[2,3-c]furan-1,3-dione (1.0 g) in THF (20 ml) was added dropwise, followed by stirring at room temperature for 1 hour. The reaction mixture was poured into 1N hydrochloric acid to stop the reaction; the product was extracted with ethyl acetate. After being washed with water, the extract was dried over magnesium sulfate and concentrated under reduced pressure. The residue obt... Starting materials: C(C)N1C(C=CC(=C1)C(=O)OC)=O (methyl 1-ethyl-2-oxo-1,2-dihydropyridine-5-carboxylate), O.[OH-].[Li+] (lithium hydroxide monohydrate), Cl (hydrochloric acid). Run in O (water), CO (methanol). Run at time 1 hour. The product is C(C)N1C(C=CC(=C1)C(=O)O)=O (1-Ethyl-2-oxo-1,2-dihydropyridine-5-carboxylic acid). Yield: 64.7%. As a reaction SMILES: [CH2:1]([N:3]1[CH:8]=[C:7]([C:9]([O:11]C)=[O:10])[CH:6]=[CH:5][C:4]1=[O:13])[CH3:2].O.[OH-].[Li+].Cl>O.CO>[CH2:1]([N:3]1[CH:8]=[C:7]([C:9]([OH:11])=[O:10])[CH:6]=[CH:5][C:4]1=[O:13])[CH3:2] |f:1.2.3|. Reported procedure: Methyl 1-ethyl-2-oxo-1,2-dihydropyridine-5-carboxylate (375 mg, 2.07 mmol) obtained in Step 4 was dissolved in a mixed solvent (1:1) (20 mL) of water and methanol, and lithium hydroxide monohydrate (191 mg, 4.55 mmol) was added thereto, followed by stirring at room temperature for 1 hour. The reaction mixture was neutralized with 3 mol/L hydrochloric acid added thereto, and the precipitated solid was collected by filtration to afford the entitled Compound u (224 mg, 65%). The reactants are [OH-].[Na+] (sodium hydroxide), N(C(=O)C)C1=CC=C(C=C1)O (p-acetaminophenol), CC(=O)C (acetone), NC1=CC=C(OC(C(=O)O)(C)C)C=C1 (2-(4-aminophenoxy)-2-methyl propionic acid), C(Cl)(Cl)Cl (chloroform). The product is N(C(=O)C)C1=CC=C(OC(C(=O)O)(C)C)C=C1 (2-(4-acetaminophenoxy)-2-methyl propionic acid). Run at time 0.5 hour. Reported procedure: FIG. 2A illustrates a reaction scheme for preparing 2-(4-aminophenoxy)-2-methyl propionic acid, a compound that is useful as a precursor in the preparation of Group I compounds. In accordance with the scheme of FIG. 2A, 8 grams (g) (0.2 mol) of pulverized sodium hydroxide is added to a suspension of 5.28 g (0.035 mol) of p-acetaminophenol in 23 g (0.4 mol) of acetone. The reaction mixture is stirred at room temperature for 1/2 hour. Subsequently, 3.58 g (0.03 mol) of chloroform is added dropwise... The yield is 60.0%. Reaction SMILES: [NH2:1][C:2]1[CH:14]=[CH:13][C:5]([O:6][C:7]([CH3:12])([CH3:11])[C:8]([OH:10])=[O:9])=[CH:4][CH:3]=1.[OH-].[Na+].N(C1C=CC(O)=CC=1)[C:18]([CH3:20])=[O:19].CC(C)=O.C(Cl)(Cl)Cl>>[NH:1]([C:2]1[CH:3]=[CH:4][C:5]([O:6][C:7]([CH3:12])([CH3:11])[C:8]([OH:10])=[O:9])=[CH:13][CH:14]=1)[C:18]([CH3:20])=[O:19] |f:1.2|. The reactants are O=C([O-])O, Nc1cccc(C2=C(Nc3ccc4c(c3)CCC4)C(=O)NC2=O)c1, ClCCl, O=C=Nc1cccc(F)c1, [Na+]. The product is O=C(Nc1cccc(F)c1)Nc1cccc(C2=C(Nc3ccc4c(c3)CCC4)C(=O)NC2=O)c1. Reaction SMILES: [C:35](=[O:36])([OH:37])[O-:38].[CH2:1]1[CH2:2][CH2:3][c:4]2[cH:5][c:6]([NH:10][C:11]3=[C:15]([c:16]4[cH:17][c:18]([NH2:22])[cH:19][cH:20][cH:21]4)[C:14](=[O:23])[NH:13][C:12]3=[O:24])[cH:7][cH:8][c:9]21.[Cl:40][CH2:41][Cl:42].[F:25][c:26]1[cH:27][c:28]([N:32]=[C:33]=[O:34])[cH:29][cH:30][cH:31]1.[Na+:39]>>[CH2:1]1[CH2:2][CH2:3][c:4]2[cH:5][c:6]([NH:10][C:11]3=[C:15]([c:16]4[cH:17][c:18]([NH:22][C:33]([NH:32][c:28]5[cH:27][c:26]([F:25])[cH:31][cH:30][cH:29]5)=[O:34])[cH:19][cH:20][cH:21]4)[C:14](=[O:23])[NH:13][C:12]3=[O:24])[cH:7][cH:8][c:9]21. Starting materials: C(C)(=O)OC1=CC=C(C=C[N+](=O)[O-])C=C1 (4-acetoxy-β-nitrostyrene), CN(C([S-])=S)C.C[NH2+]C (dimethylammonium dimethyldithiocarbamate). Solvent: C(=S)=S (carbon disulfide). Yields the product CN(C(SC(C1=CC=C(C=C1)OC(C)=O)C[N+](=O)[O-])=S)C (4-acetoxy-α-(nitromethyl)benzyl dimethyldithiocarbamate). Reaction SMILES: [C:1]([O:4][C:5]1[CH:15]=[CH:14][C:8]([CH:9]=[CH:10][N+:11]([O-:13])=[O:12])=[CH:7][CH:6]=1)(=[O:3])[CH3:2].[CH3:16][N:17]([CH3:21])[C:18](=[S:20])[S-:19].C[NH2+]C>C(=S)=S>[CH3:16][N:17]([CH3:21])[C:18](=[S:19])[S:20][CH:9]([CH2:10][N+:11]([O-:13])=[O:12])[C:8]1[CH:14]=[CH:15][C:5]([O:4][C:1](=[O:3])[CH3:2])=[CH:6][CH:7]=1 |f:1.2|. Reported procedure: As in Example 17, reaction of 4-acetoxy-β-nitrostyrene with dimethylammonium dimethyldithiocarbamate in the presence of carbon disulfide gave 4-acetoxy-α-(nitromethyl)benzyl dimethyldithiocarbamate melting at 116° C.-118° C. after recrystallization without heating from acetone-methanol solution. Starting materials: ClCCCC(=O)C1=CC=C(C=C1)NC(C)=O (N-[4-(4-chloro-l-oxo-butan-1-yl)phenyl] acetamide), CC=1NC=CN1 (2methylimidazole). Yields the product C(C)(=O)NC1=CC=C(C=C1)C=1C=2N(CCC1)C(=NC2)C (8-[4-(Acetylamino)phenyl]-5,6-dihydro-3-methylimidazo[1,5-a]pyridine). RXN SMILES: Cl[CH2:2][CH2:3][CH2:4][C:5]([C:7]1[CH:12]=[CH:11][C:10]([NH:13][C:14](=[O:16])[CH3:15])=[CH:9][CH:8]=1)=O.[CH3:17][C:18]1[NH:19][CH:20]=[CH:21][N:22]=1>>[C:14]([NH:13][C:10]1[CH:11]=[CH:12][C:7]([C:5]2[C:20]3[N:19]([C:18]([CH3:17])=[N:22][CH:21]=3)[CH2:2][CH2:3][CH:4]=2)=[CH:8][CH:9]=1)(=[O:16])[CH3:15]. Procedure: Combine 20 g (83.4 mmol) of N-[4-(4-chloro-l-oxo-butan-1-yl)phenyl] acetamide with 50 g (0.61 mol) of 2methylimidazole and heat to 175° C. for 18 hr. Crystallization from ethyl acetate provides the title compound.